From a dataset of the Open Reaction Database (ORD), a public repository of structured organic reaction records. describe an organic reaction: reactants, conditions, products, and yield The reactants are Cl.Cl.NCCCCN1CC2=CC=CC=C2CC1 (2-(4-aminobutan-1-yl)-1,2,3,4-tetrahydroisoquinoline dihydrochloride), N=1C=C2C=C(SC3=CC=CC1N23)C(=O)O (5-thia-1,8b-diazaacenaphthylene-4-carboxylic acid), ON1C(CCC1=O)=O (N-hydroxysuccinimide), Cl.C(C)N=C=NCCCN(C)C (N-ethyl-N′-3-(N,N-dimethylamino)propylcarbodiimide hydrochloride). Solvent: C(C)O (ethanol), C(C)N(CC)CC (triethylamine), C(C)#N (acetonitrile). Conditions: time 2 hour. The product is C1N(CCC2=CC=CC=C12)CCCCNC(=O)C1=CC2=CN=C3C=CC=C(S1)N32 (N-[4-(1,2,3,4-tetrahydroisoquinolin-2-yl)butan-1-yl]-5-thia-1,8b-diazaacenaphthylene-4-carboxamide). Reaction SMILES: [N:1]1[CH:2]=[C:3]2[N:12]3[C:7](=[CH:8][CH:9]=[CH:10][C:11]=13)[S:6][C:5]([C:13]([OH:15])=O)=[CH:4]2.ON1C(=O)CCC1=O.Cl.C(N=C=NCCCN(C)C)C.Cl.Cl.[NH2:38][CH2:39][CH2:40][CH2:41][CH2:42][N:43]1[CH2:52][CH2:51][C:50]2[C:45](=[CH:46][CH:47]=[CH:48][CH:49]=2)[CH2:44]1>C(#N)C.C(O)C.C(N(CC)CC)C>[CH2:44]1[C:45]2[C:50](=[CH:49][CH:48]=[CH:47][CH:46]=2)[CH2:51][CH2:52][N:43]1[CH2:42][CH2:41][CH2:40][CH2:39][NH:38][C:13]([C:5]1[S:6][C:7]2[N:12]3[C:3](=[CH:2][N:1]=[C:11]3[CH:10]=[CH:9][CH:8]=2)[CH:4]=1)=[O:15] |f:2.3,4.5.6|. Procedure: To a suspension of 1.0 g (4.58 mM) of 5-thia-1,8b-diazaacenaphthylene-4-carboxylic acid and 1.05 g (9.12 mM) of N-hydroxysuccinimide in acetonitrile (10 ml) was added 1.76 g (9.18 mM) of N-ethyl-N′-3-(N,N-dimethylamino)propylcarbodiimide hydrochloride at room temperature and the mixture was stirred at the prevailing temperature for 2 hours. To this reaction mixture was added a solution of 1.90 g (6.85 mM) of 2-(4-aminobutan-1-yl)-1,2,3,4-tetrahydroisoquinoline dihydrochloride and 4.0 ml (28.7 mM... Reactants: BrC1=C(OC(C(=O)OCC)(C)C)C=C(C=C1)[N+](=O)[O-] (ethyl 2-(2-bromo-5-nitrophenoxy)-2-methylpropionate), C(C)O (ethanol), [OH-].[Na+] (sodium hydroxide), Cl (HCl). The solvent is O1CCCC1 (tetrahydrofuran). Reaction conditions: time 2 hour. Yields the product BrC1=C(OC(C(=O)O)(C)C)C=C(C=C1)[N+](=O)[O-] (2-(2-bromo-5-nitrophenoxy)-2-methylpropionic acid). The yield is 97.7%. As a reaction SMILES: [Br:1][C:2]1[CH:16]=[CH:15][C:14]([N+:17]([O-:19])=[O:18])=[CH:13][C:3]=1[O:4][C:5]([CH3:12])([CH3:11])[C:6]([O:8]CC)=[O:7].C(O)C.[OH-].[Na+].Cl>O1CCCC1>[Br:1][C:2]1[CH:16]=[CH:15][C:14]([N+:17]([O-:19])=[O:18])=[CH:13][C:3]=1[O:4][C:5]([CH3:12])([CH3:11])[C:6]([OH:8])=[O:7] |f:2.3|. Procedure: To a solution of ethyl 2-(2-bromo-5-nitrophenoxy)-2-methylpropionate (compound obtained in Reference Example 62(1); 332 mg) in tetrahydrofuran (1 mL)-ethanol (2 mL) was added an aqueous 5N sodium hydroxide solution (2 mL), and the mixture was stirred at room temperature for 2 hours. The reaction mixture was acidified with 6N HCl (3 mL) and the mixture was extracted with diethylether. The organic layer was washed with brine, dried over magnesium sulfate and concentrated in vacuo to give 2-(2-brom... The reactants are Br[C@@H]1[C@H]([C@H]2[C@@H]3CCC([C@@]3(C)CC[C@@H]2[C@]2(C=CC(C=C12)=O)C)=O)OC(C)=O (6β-bromo-7α-acetoxyandrosta-1,4-dien-3,17-dione), [N-]=[N+]=[N-].[Na+] (sodium azide). The solvent is CN(C=O)C (dimethylformamide), O (water), O (water). Conditions: temperature 100 celsius. The product is N(=[N+]=[N-])C1=C2C=C[C@H]3[C@@H]4CCC([C@@]4(C)CC[C@@H]3[C@]2(C=CC1=O)C)=O (4-azidoandrosta-1,4,6-trien-3,17-dione). Isolated yield 73.0%. As a reaction SMILES: Br[C@H:2]1[C:19]2[C@:14]([CH3:21])([CH:15]=[CH:16][C:17](=[O:20])[CH:18]=2)[C@@H:13]2[C@H:4]([C@H:5]3[C@@:9]([CH2:11][CH2:12]2)([CH3:10])[C:8](=[O:22])[CH2:7][CH2:6]3)[C@@H:3]1OC(=O)C.[N-:27]=[N+:28]=[N-:29].[Na+]>CN(C)C=O.O>[N:27]([C:18]1[C:17](=[O:20])[CH:16]=[CH:15][C@@:14]2([CH3:21])[C:19]=1[CH:2]=[CH:3][C@@H:4]1[C@@H:13]2[CH2:12][CH2:11][C@@:9]2([CH3:10])[C@H:5]1[CH2:6][CH2:7][C:8]2=[O:22])=[N+:28]=[N-:29] |f:1.2|. Procedure: To a stirred solution of 0.5 g of 6β-bromo-7α-acetoxyandrosta-1,4-dien-3,17-dione in 30 ml of dimethylformamide and 1.2 ml of water are added 0.11 g of sodium azide. The reaction mixture is heated at 100° C. for 45 minutes, cooled, poured into 500 ml of iced water and extracted with ethyl acetate. The combined extracts are washed with water, dried over sodium sulphate, filtered and evaporated in vacuo to give a residue which is purified by column chromatography on silica gel. Elution with n-hexa... The reactants are O=C(O)C(F)(F)F, CC(C)(C)OC(=O)c1ccc(-c2cccc(Cl)c2)cc1Nc1ccc2sccc2c1. The product is O=C(O)c1ccc(-c2cccc(Cl)c2)cc1Nc1ccc2sccc2c1. Reaction SMILES: [OH:1][C:2]([C:3]([F:4])([F:5])[F:6])=[O:7].[s:8]1[cH:9][cH:10][c:11]2[c:12]1[cH:13][cH:14][c:15]([NH:17][c:18]1[c:19]([C:20](=[O:21])[O:22][C:23]([CH3:24])([CH3:25])[CH3:26])[cH:27][cH:28][c:29](-[c:31]3[cH:32][c:33]([Cl:37])[cH:34][cH:35][cH:36]3)[cH:30]1)[cH:16]2>>[s:8]1[cH:9][cH:10][c:11]2[c:12]1[cH:13][cH:14][c:15]([NH:17][c:18]1[c:19]([C:20](=[O:21])[OH:22])[cH:27][cH:28][c:29](-[c:31]3[cH:32][c:33]([Cl:37])[cH:34][cH:35][cH:36]3)[cH:30]1)[cH:16]2. Reactants: FC1=CC=C(C=C1)C(CC1=CC(=CC=C1)OC)=O (1-(4-fluorophenyl)-2-(3-methoxyphenyl)ethanone), FC1=CC=C(C=C1)C(CC1=CC(=CC=C1)OC)=O (1-(4-fluorophenyl)-2-(3-methoxyphenyl)ethanone), C(C)OC=1C=C(C=O)C=C(C1O)[N+](=O)[O-] (3-ethoxy-4-hydroxy-5-nitrobenzaldehyde), NC(=O)N (urea), Cl (HCl). Run in CCO (EtOH), CCOC(=O)C (EtOAc). Product: C(C)OC=1C=C(C=C(C1O)[N+](=O)[O-])C1NC(NC(=C1C1=CC(=CC=C1)OC)C1=CC=C(C=C1)F)=O (4-(3-ethoxy-4-hydroxy-5-nitrophenyl)-6-(4-fluorophenyl)-5-(3-methoxyphenyl)-3,4-dihydropyrimidin-2(1H)-one). Isolated yield 19.7%. As a reaction SMILES: [F:1][C:2]1[CH:7]=[CH:6][C:5]([C:8](=O)[CH2:9][C:10]2[CH:15]=[CH:14][CH:13]=[C:12]([O:16][CH3:17])[CH:11]=2)=[CH:4][CH:3]=1.[CH2:19]([O:21][C:22]1[CH:23]=[C:24]([CH:27]=[C:28]([N+:31]([O-:33])=[O:32])[C:29]=1[OH:30])[CH:25]=O)[CH3:20].[NH2:34][C:35]([NH2:37])=[O:36].Cl>CCO.CCOC(C)=O>[CH2:19]([O:21][C:22]1[CH:23]=[C:24]([CH:25]2[C:9]([C:10]3[CH:15]=[CH:14][CH:13]=[C:12]([O:16][CH3:17])[CH:11]=3)=[C:8]([C:5]3[CH:6]=[CH:7][C:2]([F:1])=[CH:3][CH:4]=3)[NH:37][C:35](=[O:36])[NH:34]2)[CH:27]=[C:28]([N+:31]([O-:33])=[O:32])[C:29]=1[OH:30])[CH3:20]. Reported procedure: A mixture of 1-(4-fluorophenyl)-2-(3-methoxyphenyl)ethanone (Intermediate 53) (200 mg, 0.82 mmol), 3-ethoxy-4-hydroxy-5-nitrobenzaldehyde (157 mg, 0.74 mmol), urea (134 mg, 2.23 mmol), concentrated HCl (0.06 mL, 0.74 mmol) in EtOH (5 mL) was refluxed overnight. Followed standard aqueous/EtOAc workup procedure, then purified by preparative HPLC to give Compound 108 (70 mg, yield 20%). 1H NMR (DMSO-d6 300 MHz): δ 10.29 (s, 1H), 8.77 (s, 1H), 7.55 (s, 1H), 7.45 (s, 1H), 7.27-7.24 (m, 2H), 7.20 (s, ... The reactants are C(C)OC(C(=CC1=C(C=C(C=C1C)C)C)C=1N=C(SC1)N)=O (2-(2-Aminothiazol-4-yl)-3-(2,4,6-trimethylphenyl)propenoic acid ethyl ester). Run in O1CCOCC1 (dioxane), [OH-].[Na+] (sodium hydroxide), O (water), O1CCOCC1 (dioxane). Product: NC=1SC=C(N1)C(C(=O)O)=CC1=C(C=C(C=C1C)C)C (2-(2-Aminothiazol-4-yl)-3-(2,4,6-trimethylphenyl)-propenoic acid). The yield is 72.0%. RXN SMILES: C([O:3][C:4](=[O:22])[C:5]([C:16]1[N:17]=[C:18]([NH2:21])[S:19][CH:20]=1)=[CH:6][C:7]1[C:12]([CH3:13])=[CH:11][C:10]([CH3:14])=[CH:9][C:8]=1[CH3:15])C>O1CCOCC1.[OH-].[Na+].O>[NH2:21][C:18]1[S:19][CH:20]=[C:16]([C:5](=[CH:6][C:7]2[C:12]([CH3:13])=[CH:11][C:10]([CH3:14])=[CH:9][C:8]=2[CH3:15])[C:4]([OH:22])=[O:3])[N:17]=1 |f:2.3|. Procedure: 6.1 g of the product from Example 25 were dissolved in a mixture of 150 ml of dioxane and 45 ml of 1.5 N sodium hydroxide solution. The solution was boiled under reflux overnight and the dioxane was then stripped off, the residue was diluted with 50 ml of water and the mixture was filtered. The filtrate was adjusted to pH 5 with dilute hydrochloric acid and was filtered off again after 10 minutes. Recrystallization of the residue from methanol gave the desired product in a yield of 72%.